Dataset: the Open Reaction Database (ORD), a public repository of structured organic reaction records. Task: describe an organic reaction: reactants, conditions, products, and yield The reactants are C(C)(=O)N1CC(OCC1)CN1C2=C(CCC3=C1C=CC=C3)C=CC=C2 (5-(4-acetyl-2-morpholinylmethyl)-10,11-dihydro-5H-dibenz[b,f]azepine), [H-].[Al+3].[Li+].[H-].[H-].[H-] (lithium aluminium hydride), O (water). The solvent is O1CCCC1 (tetrahydrofuran), O1CCCC1 (tetrahydrofuran). The product is C(C)N1CC(OCC1)CN1C2=C(CCC3=C1C=CC=C3)C=CC=C2 (5-(4-ethyl-2-morpholinylmethyl)-10,11-dihydro-5H-dibenz[b,f]azepine). Reaction SMILES: [H-].[Al+3].[Li+].[H-].[H-].[H-].[C:7]([N:10]1[CH2:15][CH2:14][O:13][CH:12]([CH2:16][N:17]2[C:23]3[CH:24]=[CH:25][CH:26]=[CH:27][C:22]=3[CH2:21][CH2:20][C:19]3[CH:28]=[CH:29][CH:30]=[CH:31][C:18]2=3)[CH2:11]1)(=O)[CH3:8].O>O1CCCC1>[CH2:7]([N:10]1[CH2:15][CH2:14][O:13][CH:12]([CH2:16][N:17]2[C:23]3[CH:24]=[CH:25][CH:26]=[CH:27][C:22]=3[CH2:21][CH2:20][C:19]3[CH:28]=[CH:29][CH:30]=[CH:31][C:18]2=3)[CH2:11]1)[CH3:8] |f:0.1.2.3.4.5|. Procedure: To a suspension of lithium aluminium hydride (0.08 g) in tetrahydrofuran was added a solution of 5-(4-acetyl-2-morpholinylmethyl)-10,11-dihydro-5H-dibenz[b,f]azepine (0.34 g) in tetrahydrofuran under ice-cooling, and the resulting mixture was stirred under reflux for 1 hour. the reaction mixture was cooled, admixed with water and extracted with benzene. The benzene extract was washed with water, dried over anhydrous sodium sulfate and evaporated to afford 5-(4-ethyl-2-morpholinylmethyl)-10,11-di...